Dataset: the Open Reaction Database (ORD), a public repository of structured organic reaction records. Task: describe an organic reaction: reactants, conditions, products, and yield Starting materials: BrCC1CCCCO1, CC(C)c1ncc(CCl)s1, O=C1Nc2c(C(F)(F)F)cccc2C12COc1cc3c(cc12)OCO3. The product is CC(C)c1ncc(CN2C(=O)C3(COc4cc5c(cc43)OCO5)c3cccc(C(F)(F)F)c32)s1. RXN SMILES: [Br:11][CH2:12][CH:13]1[CH2:14][CH2:15][CH2:16][CH2:17][O:18]1.[Cl:1][CH2:2][c:3]1[cH:4][n:5][c:6]([CH:8]([CH3:9])[CH3:10])[s:7]1.[F:19][C:20]([c:21]1[cH:22][cH:23][cH:24][c:25]2[c:26]1[NH:27][C:28](=[O:41])[C:29]21[CH2:30][O:31][c:32]2[c:33]1[cH:34][c:35]1[c:36]([cH:40]2)[O:37][CH2:38][O:39]1)([F:42])[F:43]>>[CH2:2]([c:3]1[cH:4][n:5][c:6]([CH:8]([CH3:9])[CH3:10])[s:7]1)[N:27]1[c:26]2[c:21]([C:20]([F:19])([F:42])[F:43])[cH:22][cH:23][cH:24][c:25]2[C:29]2([C:28]1=[O:41])[CH2:30][O:31][c:32]1[c:33]2[cH:34][c:35]2[c:36]([cH:40]1)[O:37][CH2:38][O:39]2. The reactants are CCC(=O)Cl, C1CCOC1, Nc1ccc2ncnc(Nc3cccc(Br)c3)c2c1. Product: CCC(=O)Nc1ccc2ncnc(Nc3cccc(Br)c3)c2c1. As a reaction SMILES: [C:20]([CH2:21][CH3:22])(=[O:23])[Cl:24].[CH2:25]1[O:26][CH2:27][CH2:28][CH2:29]1.[NH2:1][c:2]1[cH:3][c:4]2[c:5]([NH:12][c:13]3[cH:14][c:15]([Br:19])[cH:16][cH:17][cH:18]3)[n:6][cH:7][n:8][c:9]2[cH:10][cH:11]1>>[NH:1]([c:2]1[cH:3][c:4]2[c:5]([NH:12][c:13]3[cH:14][c:15]([Br:19])[cH:16][cH:17][cH:18]3)[n:6][cH:7][n:8][c:9]2[cH:10][cH:11]1)[C:20]([CH2:21][CH3:22])=[O:23]. Solvent: CO (methanol). Procedure details: Nitroguanidine (4.7 g) was added to a solution of sodium methoxide (prepared from 1.15 g sodium) in methanol (50 ml) and the mixture was boiled under reflux for 45 minutes. Ethyl 2-formyl-3-(6-methoxy-3-pyridyl)propionate (10.7 g) was added and the mixture was refluxed for 34 hours and evaporated to a residue. This residue was dissolved in water and the solution was extracted with chloroform (subsequently discarded). The aqueous solution was adjusted to pH 5 with acetic acid, and the solid which... The reactants are [N+](=O)([O-])NC(=N)N (Nitroguanidine), C[O-].[Na+] (sodium methoxide), C(=O)C(C(=O)OCC)CC=1C=NC(=CC1)OC (Ethyl 2-formyl-3-(6-methoxy-3-pyridyl)propionate). Yields the product [N+](=O)([O-])NC1=NC=C(C(N1)=O)CC=1C=NC(=CC1)OC (2-nitroamino-5-(6-methoxy-3-pyridylmethyl)-4-pyrimidone). RXN SMILES: [N+:1]([NH:4][C:5]([NH2:7])=[NH:6])([O-:3])=[O:2].C[O-].[Na+].[CH:11]([CH:13]([CH2:19][C:20]1[CH:21]=[N:22][C:23]([O:26][CH3:27])=[CH:24][CH:25]=1)[C:14](OCC)=O)=[O:12]>CO>[N+:1]([NH:4][C:5]1[NH:7][C:11](=[O:12])[C:13]([CH2:19][C:20]2[CH:21]=[N:22][C:23]([O:26][CH3:27])=[CH:24][CH:25]=2)=[CH:14][N:6]=1)([O-:3])=[O:2] |f:1.2|. Starting materials: ClCC=1NC(=C(C(C1C(=O)OCC)C1=CC(=CC=C1)[N+](=O)[O-])C(=O)OCC)C (2-chloromethyl-3,5-dicarboethoxy-4-(m-nitrophenyl)-6-methyl-1, 4-dihydropyridine), S1C(=CC=C1)C(=O)[O-].[Na+] (sodium thiophenate), CCO.COCCOC (EtOH DME). Run in C(C)O (ethanol). Yields the product C1(=CC=CC=C1)SCC=1NC(=C(C(C1C(=O)OCC)C1=CC(=CC=C1)[N+](=O)[O-])C(=O)OCC)C (2-(phenylthio)methyl-3,5-dicarboethoxy-4-(m-nitrophenyl)-6-methyl-1, 4-dihydropyridine). Reaction SMILES: Cl[CH2:2][C:3]1[NH:4][C:5]([CH3:28])=[C:6]([C:23]([O:25][CH2:26][CH3:27])=[O:24])[CH:7]([C:14]2[CH:19]=[CH:18][CH:17]=[C:16]([N+:20]([O-:22])=[O:21])[CH:15]=2)[C:8]=1[C:9]([O:11][CH2:12][CH3:13])=[O:10].[S:29]1[CH:33]=[CH:32][CH:31]=[C:30]1[C:34]([O-])=O.[Na+].[CH3:38]CO.COCCOC>C(O)C>[C:30]1([S:34][CH2:2][C:3]2[NH:4][C:5]([CH3:28])=[C:6]([C:23]([O:25][CH2:26][CH3:27])=[O:24])[CH:7]([C:14]3[CH:19]=[CH:18][CH:17]=[C:16]([N+:20]([O-:22])=[O:21])[CH:15]=3)[C:8]=2[C:9]([O:11][CH2:12][CH3:13])=[O:10])[CH:38]=[CH:29][CH:33]=[CH:32][CH:31]=1 |f:1.2,3.4|. Procedure: A solution of 2-chloromethyl-3,5-dicarboethoxy-4-(m-nitrophenyl)-6-methyl-1, 4-dihydropyridine (5.6 g) in EtOH/DME (5/1; 20 ml) is added dropwise at +10° C. to a stirred solution of sodium thiophenate (1.8 g) in ethanol (10 ml), under N2 atmosphere. After two hours at room temperature the reaction mixture is evaporated under vacuum and the residue is partitioned between Et2O (100 ml) and water (50 ml). The organic phase is washed with a satured solution of sodium bicarbonate (2×20 ml) and water ...